describe an organic reaction: reactants, conditions, products, and yield From a dataset of the Open Reaction Database (ORD), a public repository of structured organic reaction records. The reactants are OC1=C(C=NC=C1)N (4-hydroxy-3-aminopyridine), [N+](=O)([O-])C1=C(C(=O)Cl)C=CC=C1 (2-nitrobenzoyl chloride), OC1=C(C=NC=C1)C=1C(=C(C(=O)N)C=CC1)[N+](=O)[O-] ((4-Hydroxy-pyridin-3-yl)-2-nitro-benzamide), P12(=S)SP3(=S)SP(=S)(S1)SP(=S)(S2)S3 (P2S5). Solvent: N1=CC=CC=C1 (pyridine), CC=1C=CC(=CC1)C (p-xylene). Conditions: temperature 140 celsius, time 18 hour. Product: OC1=C(C=NC=C1)NC(C1=C(C=CC=C1)[N+](=O)[O-])=O (N-(4-Hydroxy-pyridin-3-yl)-2-nitro-benzamide), [N+](=O)([O-])C1=C(C=CC=C1)C=1SC2=C(C=NC=C2)N1 (2-(2-nitrophenyl)thiazolo[4,5-c]pyridine). Yield: 55.0%. Reaction SMILES: [OH:1][C:2]1[CH:7]=[CH:6][N:5]=[CH:4][C:3]=1[NH2:8].[N+:9]([C:12]1[CH:20]=[CH:19][CH:18]=[CH:17][C:13]=1[C:14](Cl)=[O:15])([O-:11])=[O:10].OC1C=CN=CC=1[C:28]1[C:29]([N+:37]([O-:39])=[O:38])=[C:30]([CH:34]=[CH:35][CH:36]=1)[C:31]([NH2:33])=O.P12(SP3(SP(SP(S3)(S1)=S)(=S)S2)=S)=[S:41]>N1C=CC=CC=1.CC1C=CC(C)=CC=1>[OH:1][C:2]1[CH:7]=[CH:6][N:5]=[CH:4][C:3]=1[NH:8][C:14](=[O:15])[C:13]1[CH:17]=[CH:18][CH:19]=[CH:20][C:12]=1[N+:9]([O-:11])=[O:10].[N+:37]([C:29]1[CH:28]=[CH:36][CH:35]=[CH:34][C:30]=1[C:31]1[S:41][C:2]2[CH:7]=[CH:6][N:5]=[CH:4][C:3]=2[N:33]=1)([O-:39])=[O:38]. Procedure details: N-(4-Hydroxy-pyridin-3-yl)-2-nitro-benzamide was prepared using a procedure similar to that described above using 4-hydroxy-3-aminopyridine and 2-nitrobenzoyl chloride. A mixture of -(4-Hydroxy-pyridin-3-yl)-2-nitro-benzamide (2.6 g, 0.01 mol) and P2S5 (4.44 g, 0.02 mol) in pyridine (12.5 mL) and p-xylene (50 mL) was stirred at 140° C. for 18 hrs. The solvent was removed under vacuo and the residue was purified by recrystallization to give 2-(2-nitrophenyl)thiazolo[4,5-c]pyridine as a yellow sol... Starting materials: C(C)(C)NC (isopropyl(methyl)-amine), BrCC1=C(C=C2C=C(C(OC2=C1)C(F)(F)F)C(=O)OCC)Cl (ethyl 7-(bromomethyl)-6-chloro-2-(trifluoromethyl)-2H-chromene-3-carboxylate), C([O-])([O-])=O.[K+].[K+] (potassium carbonate). The solvent is CN(C)C=O (DMF). Reaction conditions: time 3 hour. The product is ClC=1C=C2C=C(C(OC2=CC1CN(C)C(C)C)C(F)(F)F)C(=O)OCC (ethyl 6-chloro-7-{[isopropyl(methyl)amino]methyl}-2-(trifluoromethyl)-2H-chromene-3-carboxylate). RXN SMILES: Br[CH2:2][C:3]1[CH:12]=[C:11]2[C:6]([CH:7]=[C:8]([C:17]([O:19][CH2:20][CH3:21])=[O:18])[CH:9]([C:13]([F:16])([F:15])[F:14])[O:10]2)=[CH:5][C:4]=1[Cl:22].[CH:23]([NH:26][CH3:27])([CH3:25])[CH3:24].C(=O)([O-])[O-].[K+].[K+]>CN(C=O)C>[Cl:22][C:4]1[CH:5]=[C:6]2[C:11](=[CH:12][C:3]=1[CH2:2][N:26]([CH:23]([CH3:25])[CH3:24])[CH3:27])[O:10][CH:9]([C:13]([F:16])([F:15])[F:14])[C:8]([C:17]([O:19][CH2:20][CH3:21])=[O:18])=[CH:7]2 |f:2.3.4|. Procedure: The ethyl 7-(bromomethyl)-6-chloro-2-(trifluoromethyl)-2H-chromene-3-carboxylate from Example 16, Step 3 (01597/1 PR) (1.0 g, 2.5 mmol) was dissolved in DMF (5 mL). The solution was cooled at ice bath under nitrogen and the isopropyl(methyl)-amine (0.26 mL, 2.5 mmole) was added into the solution followed by addition of potassium carbonate (0.345 g, 2.5 mmol). After the mixture was stirred at r.t for 3 hr, LCMS indicated that the product was formed. The reaction was quenched with water and extrac... The reactants are Cc1cc(Cl)c2cccc(Br)c2n1, CS(C)=O, NCc1ccc(Cl)c(Cl)c1, O. The product is Cc1cc(NCc2ccc(Cl)c(Cl)c2)c2cccc(Br)c2n1. RXN SMILES: [Br:1][c:2]1[cH:3][cH:4][cH:5][c:6]2[c:7]([Cl:13])[cH:8][c:9]([CH3:12])[n:10][c:11]12.[CH3:25][S:26]([CH3:27])=[O:28].[Cl:14][c:15]1[cH:16][c:17]([CH2:18][NH2:19])[cH:20][cH:21][c:22]1[Cl:23].[OH2:24]>>[Br:1][c:2]1[cH:3][cH:4][cH:5][c:6]2[c:7]([NH:19][CH2:18][c:17]3[cH:16][c:15]([Cl:14])[c:22]([Cl:23])[cH:21][cH:20]3)[cH:8][c:9]([CH3:12])[n:10][c:11]12. Reactants: N1(CCCCC1)C1=NC2=CC=C(C=C2C=C1)N (2-piperidin-1-ylquinolin-6-amine), ClC1=CC=C(C=C1)/C=C/C(=O)Cl ((2E)-3-(4-chlorophenyl)prop-2-enoyl chloride), N1=C(C=CC2=CC(=CC=C12)N)N (quinoline-2,6-diamine). The solvent is CCOCC (ether), CC(=O)O (HOAc). Reaction conditions: time 3 hour. Product: Cl.ClC1=CC=C(C=C1)/C=C/C(=O)NC=1C=C2C=CC(=NC2=CC1)N1CCCCC1 ((2E)-3-(4-chlorophenyl)-N-(2-piperidin-1-ylquinolin-6-yl)prop-2-enamide hydrochloride). Reaction SMILES: [N:1]1([C:7]2[CH:16]=[CH:15][C:14]3[C:9](=[CH:10][CH:11]=[C:12]([NH2:17])[CH:13]=3)[N:8]=2)[CH2:6][CH2:5][CH2:4][CH2:3][CH2:2]1.[Cl:18][C:19]1[CH:24]=[CH:23][C:22](/[CH:25]=[CH:26]/[C:27](Cl)=[O:28])=[CH:21][CH:20]=1.N1C2C(=CC(N)=CC=2)C=CC=1N>CC(O)=O.CCOCC>[ClH:18].[Cl:18][C:19]1[CH:20]=[CH:21][C:22](/[CH:25]=[CH:26]/[C:27]([NH:17][C:12]2[CH:13]=[C:14]3[C:9](=[CH:10][CH:11]=2)[N:8]=[C:7]([N:1]2[CH2:2][CH2:3][CH2:4][CH2:5][CH2:6]2)[CH:16]=[CH:15]3)=[O:28])=[CH:23][CH:24]=1 |f:5.6|. Reported procedure: To a solution of the product of Step D (91 mg, 0.4 mmol) in 2 mL HOAc was added the product of Step E (64 mg, 0.32 mmol). The resulting mixture was stirred at r.t. for 3 h then diluted with 3 mL ether. The resulting mixture was filtered and the resulting solids were washed with ether. The solids were dried under vacuum to afford the product, MS: m/z 392 (MH+), as an off-white solid. Using the appropriate starting materials and following procedures similar to those described above for Example 1, ... Starting materials: C[Si](C)(C)C(C)O (Trimethylsilylethanol), C1(=CC=CC=C1)P(=O)(C1=CC=CC=C1)N=[N+]=[N-] (Diphenylphosphorylazide), BrC1=C(C=C(C(=O)O)C=C1C)[N+](=O)[O-] (4-Bromo-5-methyl-3-nitrobenzoic acid), C(C)(C)N(CC)C(C)C (diisopropylethylamine), O1CCOCC1 (1,4-dioxane). Run at temperature 90 celsius, time 30 minute. The product is C[Si](CCOC(NC1=CC(=C(C(=C1)[N+](=O)[O-])Br)C)=O)(C)C ((4-Bromo-3-methyl-5-nitro-phenyl)-carbamic acid 2-trimethylsilanyl-ethyl ester). As a reaction SMILES: C1(P(N=[N+]=[N-])(C2C=CC=CC=2)=[O:8])C=CC=CC=1.[Br:18][C:19]1[C:27]([CH3:28])=CC(C(O)=O)=C[C:20]=1[N+:29]([O-:31])=[O:30].C([N:35]([CH:38]([CH3:40])[CH3:39])[CH2:36]C)(C)C.[CH3:41][Si:42](C(O)C)([CH3:44])[CH3:43].[O:48]1CCO[CH2:50][CH2:49]1>>[CH3:41][Si:42]([CH3:44])([CH3:43])[CH2:50][CH2:49][O:48][C:36](=[O:8])[NH:35][C:38]1[CH:39]=[C:20]([N+:29]([O-:31])=[O:30])[C:19]([Br:18])=[C:27]([CH3:28])[CH:40]=1. Procedure details: Diphenylphosphorylazide (4.31 mL, 20 mmol) was added to a stirred solution of 4-bromo-3-methyl-5-nitro-benzoic acid (Example 294: step b (5.2 g, 20 mmol)) and diisopropylethylamine (3.66 mL, 21 mmol) in 1,4-dioxane (80 mL) at rt. After 30 minutes at rt, the reaction was heated to 90° C. for 5 min. Trimethylsilylethanol (5.73 mL, 40 mmol) was added and the solution was stirred for 16 h at 95° C. The solvents were removed in vacuo and the residue was partitioned between EtOAc (100 mL) and water (3... Starting materials: CC1CC(NN=C1C=1C=CC(=NC1)N)=O (4,5-dihydro-5-methyl-6-(2-amino-5-pyridyl)-3(2H)-pyridazinone), CN=C=O (methyl isocyanate). Run in CS(=O)C (dimethyl sulphoxide). Product: CC1CC(NN=C1C=1C=CC(=NC1)NC(=O)NC)=O (4,5-Dihydro-5-methyl-6-[2-(methylaminocarbonylamino)-5-pyridyl]-3(2H)-pyridazinone). The yield is 48.0%. As a reaction SMILES: [CH3:1][CH:2]1[C:7]([C:8]2[CH:9]=[CH:10][C:11]([NH2:14])=[N:12][CH:13]=2)=[N:6][NH:5][C:4](=[O:15])[CH2:3]1.[CH3:16][N:17]=[C:18]=[O:19]>CS(C)=O>[CH3:1][CH:2]1[C:7]([C:8]2[CH:9]=[CH:10][C:11]([NH:14][C:18]([NH:17][CH3:16])=[O:19])=[N:12][CH:13]=2)=[N:6][NH:5][C:4](=[O:15])[CH2:3]1. Procedure details: A mixture of 0.4 g. (2 mmole) 4,5-dihydro-5-methyl-6-(2-amino-5-pyridyl)-3(2H)-pyridazinone, 10 ml. dimethyl sulphoxide and 0.24 ml. (4 mmole) methyl isocyanate was stirred for 16 hours at ambient temperature, evaporated in a vacuum and the residue triturated with water. There were obtained 0.25 g. of the title compound (48% of theory); m.p. 257°-259° C. Reactants: CS(=O)(=O)c1nccc(C(=O)O)n1, NCC1CCN(C(=O)OCc2ccccc2)CC1. The product is CS(=O)(=O)c1nccc(C(=O)NCC2CCN(C(=O)OCc3ccccc3)CC2)n1. Reaction SMILES: [CH3:1][S:2](=[O:3])(=[O:4])[c:5]1[n:6][cH:7][cH:8][c:9]([C:11](=[O:12])[OH:13])[n:10]1.[NH2:14][CH2:15][CH:16]1[CH2:17][CH2:18][N:19]([C:22](=[O:23])[O:24][CH2:25][c:26]2[cH:27][cH:28][cH:29][cH:30][cH:31]2)[CH2:20][CH2:21]1>>[CH3:1][S:2](=[O:3])(=[O:4])[c:5]1[n:6][cH:7][cH:8][c:9]([C:11](=[O:13])[NH:14][CH2:15][CH:16]2[CH2:17][CH2:18][N:19]([C:22](=[O:23])[O:24][CH2:25][c:26]3[cH:27][cH:28][cH:29][cH:30][cH:31]3)[CH2:20][CH2:21]2)[n:10]1.